Dataset: the Open Reaction Database (ORD), a public repository of structured organic reaction records. Task: describe an organic reaction: reactants, conditions, products, and yield Starting materials: ClCC1CO1, C=CCO. The product is C=CCOCC(O)CCl. Reaction SMILES: [Cl:5][CH2:6][CH:7]1[CH2:8][O:9]1.[OH:1][CH2:2][CH:3]=[CH2:4]>>[O:1]([CH2:2][CH:3]=[CH2:4])[CH2:8][CH:7]([CH2:6][Cl:5])[OH:9]. Starting materials: BrCc1ccc(Br)cc1, O=C([O-])[O-], CC#N, CC(C)C1CNCCO1, [K+], [K+]. Product: CC(C)C1CN(Cc2ccc(Br)cc2)CCO1. RXN SMILES: [Br:1][c:2]1[cH:3][cH:4][c:5]([CH2:6][Br:7])[cH:8][cH:9]1.[C:19](=[O:20])([O-:21])[O-:22].[CH3:25][C:26]#[N:27].[CH:10]([CH3:11])([CH3:12])[CH:13]1[O:14][CH2:15][CH2:16][NH:17][CH2:18]1.[K+:23].[K+:24]>>[Br:1][c:2]1[cH:3][cH:4][c:5]([CH2:6][N:17]2[CH2:16][CH2:15][O:14][CH:13]([CH:10]([CH3:11])[CH3:12])[CH2:18]2)[cH:8][cH:9]1.